From a dataset of the Open Reaction Database (ORD), a public repository of structured organic reaction records. describe an organic reaction: reactants, conditions, products, and yield The reactants are CN1CCOCC1 (N-methyl-morpholine), Cl.C(#N)C1(CCNCC1)NC(=O)C(CC1CCCCC1)NC(=O)N1CCOCC1 (morpholine-4-carboxylic acid [1-(4-cyano-piperidin-4-ylcarbamoyl)-2-cyclohexyl-ethyl]-amide hydrochloride), C(CCl)Cl (EDC), CN(C)C=O (DMF). The solvent is C([O-])(O)=O.[Na+] (sodium bicarbonate). Conditions: time 16 hour. Yields the product CN1CCC(CC1)C(=O)O (1-methyl-piperidin-4-yl carboxylic acid), C(#N)C1(CCN(CC1)C(=O)C1CCN(CC1)C)NC(=O)C(CC1CCCCC1)NC(=O)N1CCOCC1 (Morpholine-4-carboxylic acid {1-[4-cyano-1-(1-methyl-piperidine-4-carbonyl)-piperidin-4-ylcarbamoyl]-2-cyclohexyl-ethyl}-amide). Reaction SMILES: [CH2:1](Cl)[CH2:2]Cl.Cl.[C:6]([C:8]1([NH:14][C:15]([CH:17]([NH:25][C:26]([N:28]2[CH2:33][CH2:32][O:31][CH2:30][CH2:29]2)=[O:27])[CH2:18][CH:19]2[CH2:24][CH2:23][CH2:22][CH2:21][CH2:20]2)=[O:16])[CH2:13][CH2:12][NH:11][CH2:10][CH2:9]1)#[N:7].[CH3:34][N:35]1[CH2:40][CH2:39]O[CH2:37][CH2:36]1.CN([CH:44]=[O:45])C>C(=O)(O)[O-].[Na+]>[CH3:34][N:35]1[CH2:36][CH2:37][CH:33]([C:32]([OH:45])=[O:31])[CH2:39][CH2:40]1.[C:6]([C:8]1([NH:14][C:15]([CH:17]([NH:25][C:26]([N:28]2[CH2:33][CH2:32][O:31][CH2:30][CH2:29]2)=[O:27])[CH2:18][CH:19]2[CH2:20][CH2:21][CH2:22][CH2:23][CH2:24]2)=[O:16])[CH2:9][CH2:10][N:11]([C:44]([CH:2]2[CH2:1][CH2:34][N:35]([CH3:40])[CH2:36][CH2:37]2)=[O:45])[CH2:12][CH2:13]1)#[N:7] |f:1.2,5.6|. Reported procedure: A solution of 1-methyl-piperidin-4-yl carboxylic acid (0.050 g, 0.30 mmol, 1.0 equiv) and EDC (0.057 g, 0.30 mmol, 1.0 equiv) was prepared in 15 mL of DMF. After 15 min morpholine-4-carboxylic acid [1-(4-cyano-piperidin-4-ylcarbamoyl)-2-cyclohexyl-ethyl]-amide hydrochloride (0.128 g, 0.30 mmol, 1.0 equiv) was added followed by N-methyl-morpholine (0.12 g, 1.2 mmol, 4.0 equiv) followed by stirring overnight (16 h). The reaction mixture was diluted with 100 mL of saturated sodium bicarbonate solut... Starting materials: CCOC(=O)c1ccncc1, CCO, N#CCc1ccc(F)cc1, [Na], O. Yields the product N#CC(C(=O)c1ccncc1)c1ccc(F)cc1. RXN SMILES: [C:12]([c:13]1[cH:14][cH:15][n:16][cH:17][cH:18]1)(=[O:19])[O:20][CH2:21][CH3:22].[CH3:24][CH2:25][OH:26].[F:2][c:3]1[cH:4][cH:5][c:6]([CH2:9][C:10]#[N:11])[cH:7][cH:8]1.[Na:1].[OH2:23]>>[F:2][c:3]1[cH:4][cH:5][c:6]([CH:9]([C:10]#[N:11])[C:12]([c:13]2[cH:14][cH:15][n:16][cH:17][cH:18]2)=[O:19])[cH:7][cH:8]1. Starting materials: CCO, COc1ccc2oc(-c3ccc([N+](=O)[O-])cc3)cc(=O)c2c1, [Na+], [OH-], Cl[Sn]Cl. The product is COc1ccc2oc(-c3ccc(N)cc3)cc(=O)c2c1. RXN SMILES: [CH3:28][CH2:29][OH:30].[CH3:4][O:5][c:6]1[cH:7][c:8]2[c:9](=[O:25])[cH:10][c:11](-[c:16]3[cH:17][cH:18][c:19]([N+:22]([O-:23])=[O:24])[cH:20][cH:21]3)[o:12][c:13]2[cH:14][cH:15]1.[Na+:27].[OH-:26].[Sn:1]([Cl:2])[Cl:3]>>[CH3:4][O:5][c:6]1[cH:7][c:8]2[c:9](=[O:25])[cH:10][c:11](-[c:16]3[cH:17][cH:18][c:19]([NH2:22])[cH:20][cH:21]3)[o:12][c:13]2[cH:14][cH:15]1. The reactants are CC(C)(C)OC(=O)N1CCCC1CNC(=O)c1ccc(-c2ccccc2C#N)nc1NCCc1cccc(F)c1, CO, Cl. The product is N#Cc1ccccc1-c1ccc(C(=O)NCC2CCCN2)c(NCCc2cccc(F)c2)n1, Cl. Reaction SMILES: [C:1](#[N:2])[c:3]1[c:4](-[c:9]2[n:10][c:11]([NH:31][CH2:32][CH2:33][c:34]3[cH:35][c:36]([F:40])[cH:37][cH:38][cH:39]3)[c:12]([C:13](=[O:14])[NH:15][CH2:16][CH:17]3[N:18]([C:22]([O:23][C:24]([CH3:25])([CH3:26])[CH3:27])=[O:28])[CH2:19][CH2:20][CH2:21]3)[cH:29][cH:30]2)[cH:5][cH:6][cH:7][cH:8]1.[CH3:42][OH:43].[ClH:41]>>[C:1](#[N:2])[c:3]1[c:4](-[c:9]2[n:10][c:11]([NH:31][CH2:32][CH2:33][c:34]3[cH:35][c:36]([F:40])[cH:37][cH:38][cH:39]3)[c:12]([C:13](=[O:14])[NH:15][CH2:16][CH:17]3[NH:18][CH2:19][CH2:20][CH2:21]3)[cH:29][cH:30]2)[cH:5][cH:6][cH:7][cH:8]1.[ClH:41].